Dataset: the Open Reaction Database (ORD), a public repository of structured organic reaction records. Task: describe an organic reaction: reactants, conditions, products, and yield Starting materials: CCCCc1cc(CCC=O)n(-c2ccc(OC)cc2)n1, Fc1ccccc1N1CCNCC1. The product is CCCCc1cc(CCCN2CCN(c3ccccc3F)CC2)n(-c2ccc(OC)cc2)n1. Reaction SMILES: [CH3:1][O:2][c:3]1[cH:4][cH:5][c:6](-[n:9]2[n:10][c:11]([CH2:18][CH2:19][CH2:20][CH3:21])[cH:12][c:13]2[CH2:14][CH2:15][CH:16]=[O:17])[cH:7][cH:8]1.[F:22][c:23]1[c:24]([N:29]2[CH2:30][CH2:31][NH:32][CH2:33][CH2:34]2)[cH:25][cH:26][cH:27][cH:28]1>>[CH3:1][O:2][c:3]1[cH:4][cH:5][c:6](-[n:9]2[n:10][c:11]([CH2:18][CH2:19][CH2:20][CH3:21])[cH:12][c:13]2[CH2:14][CH2:15][CH2:16][N:32]2[CH2:31][CH2:30][N:29]([c:24]3[c:23]([F:22])[cH:28][cH:27][cH:26][cH:25]3)[CH2:34][CH2:33]2)[cH:7][cH:8]1. Procedure details: In a mixture of 20 ml of water and 30 ml of ethanol, 7.3 g of thiophenol and 4.5 g of potassium hydroxide were added. To this solution, 11.7 g of 2-amino-5-bromo-1,3,4-thiadiazole was added, and the mixture was heated to 82° C. and stirred for 2 hours. After cooling, water was added and the mixture was filtered. The residue was washed with water and n-hexane respectively, dried under reduced pressure, and thus 10.8 g of 2-amino-5-phenylthio-1,3,4-thiadiazole was obtained. m.p. 202°~203° C. Yield... Isolated yield 79.4%. Reactants: C1(=CC=CC=C1)S (thiophenol), [OH-].[K+] (potassium hydroxide), NC=1SC(=NN1)Br (2-amino-5-bromo-1,3,4-thiadiazole). Conditions: temperature 82 celsius, time 2 hour. The product is NC=1SC(=NN1)SC1=CC=CC=C1 (2-amino-5-phenylthio-1,3,4-thiadiazole). Solvent: O (water), C(C)O (ethanol), O (water). Reaction SMILES: [C:1]1([SH:7])[CH:6]=[CH:5][CH:4]=[CH:3][CH:2]=1.[OH-].[K+].[NH2:10][C:11]1[S:12][C:13](Br)=[N:14][N:15]=1>O.C(O)C>[NH2:10][C:11]1[S:12][C:13]([S:7][C:1]2[CH:6]=[CH:5][CH:4]=[CH:3][CH:2]=2)=[N:14][N:15]=1 |f:1.2|. Starting materials: Cl.O1CCOCC1 (HCl dioxane), OC(CN(C(OC(C)(C)C)=O)C)C=1C=NC(=CC1)OC (tert-butyl 2-hydroxy-2-(6-methoxypyridin-3-yl)ethyl(methyl)carbamate). Run in CO (methanol). Run at time 16 hour. Yields the product Cl.Cl.COC1=CC=C(C=N1)C(CNC)O (1-(6-Methoxypyridin-3-yl)-2-(methylamino)ethanol dihydrochloride). As a reaction SMILES: [ClH:1].O1CCOCC1.[OH:8][CH:9]([C:20]1[CH:21]=[N:22][C:23]([O:26][CH3:27])=[CH:24][CH:25]=1)[CH2:10][N:11](C)[C:12](=O)OC(C)(C)C>CO>[ClH:1].[ClH:1].[CH3:27][O:26][C:23]1[N:22]=[CH:21][C:20]([CH:9]([OH:8])[CH2:10][NH:11][CH3:12])=[CH:25][CH:24]=1 |f:0.1,4.5.6|. Reported procedure: To a solution of HCl-dioxane (4.0 M, 50 mL) was added tert-butyl 2-hydroxy-2-(6-methoxypyridin-3-yl)ethyl(methyl)carbamate (1.0 g, 3.5 mmol). The suspension was stirred at room temperature for 16 hours. The solvent and excess HCl was evaporated, leaving a white solid. The solid was dissolved in methanol and purified with a silica gel column, diluting with 1% NH4OH/5% Methanol/dichloromethane, to yield the title compound (0.63 g) as a colorless oil.